From a dataset of the Open Reaction Database (ORD), a public repository of structured organic reaction records. describe an organic reaction: reactants, conditions, products, and yield Starting materials: CNS(=O)(=O)C=1C=CC=C2CNC(C12)=O (N-methylisoindolin-1-one-7-sulfonamide), COC=1C=CC(=CC1)P2(=S)SP(=S)(S2)C=3C=CC(=CC3)OC (Lawesson's reagent). Run in C=1(C(=CC=CC1)C)C (xylene). The product is CNS(=O)(=O)C=1C=CC=C2CNC(C12)=S (N-Methylisoindolin-1-thione-7-sulfonamide). The yield is 84.8%. RXN SMILES: [CH3:1][NH:2][S:3]([C:6]1[CH:7]=[CH:8][CH:9]=[C:10]2[C:14]=1[C:13](=O)[NH:12][CH2:11]2)(=[O:5])=[O:4].COC1C=CC(P2(SP(C3C=CC(OC)=CC=3)(=S)S2)=[S:25])=CC=1>C1(C)C(C)=CC=CC=1>[CH3:1][NH:2][S:3]([C:6]1[CH:7]=[CH:8][CH:9]=[C:10]2[C:14]=1[C:13](=[S:25])[NH:12][CH2:11]2)(=[O:5])=[O:4]. Procedure details: A mixture of 0.68 g of N-methylisoindolin-1-one-7-sulfonamide, 0.61 g of Lawesson's reagent (2,4-bis(4-methoxyphenyl)-1,3-dithia-2,4-diphosphetane-2,4-disulfide) and 15 ml of xylene was heated to reflux under nitrogen for 24 hours. The mixture was allowed to cool, the solid products collected, and recrystallized from isopropanol (carbon) to give 0.31 g of the title compound as a yellow solid, m.p. 231°-232° C.